The task is: describe an organic reaction: reactants, conditions, products, and yield. This data is from the Open Reaction Database (ORD), a public repository of structured organic reaction records. The reactants are C(#N)C1=CC=C(C=C1)C1C2=C(N(C(N1C(=O)OC1=CC=C(C=C1)[N+](=O)[O-])=O)C1=CC(=CC=C1)C(F)(F)F)CCC2=O (4-nitrophenyl 4-(4-cyanophenyl)-2,5-dioxo-1-(3-(trifluoromethyl)phenyl)-4,5,6,7-tetrahydro-1H-cyclopenta[d]pyrimidine-3(2H)-carboxylate), C(#N)C1=CC=C(C=C1)C1C2=C(N(C(N1C(=O)OC1=CC=C(C=C1)[N+](=O)[O-])=O)C1=CC(=CC=C1)C(F)(F)F)CCC2=O (4-nitrophenyl 4-(4-cyanophenyl)-2,5-dioxo-1-(3-(trifluoromethyl)phenyl)-4,5,6,7-tetrahydro-1H-cyclopenta[d]pyrimidine-3(2H)-carboxylate), NCC(C)(O)C (1-amino-2-methylpropan-2-ol). Solvent: C(C)#N (acetonitrile). Conditions: time 1 hour. The product is C(#N)C1=CC=C(C=C1)C1C2=C(N(C(N1C(=O)NCC(C)(C)O)=O)C1=CC(=CC=C1)C(F)(F)F)CCC2=O (4-(4-Cyanophenyl)-N-(2-hydroxy-2-methylpropyl)-2,5-dioxo-1-(3-(trifluoromethyl)-phenyl)-4,5,6,7-tetrahydro-1H-cyclopenta[d]pyrimidine-3(2H)-carboxamide). As a reaction SMILES: [C:1]([C:3]1[CH:8]=[CH:7][C:6]([CH:9]2[N:14]([C:15](OC3C=CC([N+]([O-])=O)=CC=3)=[O:16])[C:13](=[O:27])[N:12]([C:28]3[CH:33]=[CH:32][CH:31]=[C:30]([C:34]([F:37])([F:36])[F:35])[CH:29]=3)[C:11]3[CH2:38][CH2:39][C:40](=[O:41])[C:10]2=3)=[CH:5][CH:4]=1)#[N:2].[NH2:42][CH2:43][C:44]([CH3:47])([OH:46])[CH3:45]>C(#N)C>[C:1]([C:3]1[CH:8]=[CH:7][C:6]([CH:9]2[N:14]([C:15]([NH:42][CH2:43][C:44]([OH:46])([CH3:47])[CH3:45])=[O:16])[C:13](=[O:27])[N:12]([C:28]3[CH:33]=[CH:32][CH:31]=[C:30]([C:34]([F:36])([F:35])[F:37])[CH:29]=3)[C:11]3[CH2:38][CH2:39][C:40](=[O:41])[C:10]2=3)=[CH:5][CH:4]=1)#[N:2]. Reported procedure: A solution of 4-nitrophenyl 4-(4-cyanophenyl)-2,5-dioxo-1-(3-(trifluoromethyl)phenyl)-4,5,6,7-tetrahydro-1H-cyclopenta[d]pyrimidine-3(2H)-carboxylate (intermediate 4, 250 mg, 0.44 mmol) in acetonitrile (5.0 mL) is treated with 1-amino-2-methylpropan-2-ol (80 mg, 0.90 mmol), and the mixture is stirred at room temperature for 1 h and purified by reversed phase HPLC (Waters Xbridge™-C18, gradient of acetonitrile in water, 0.1% NH3). Yield: 179 mg; ESI mass spectrum [M+H]+=513; Retention time HPLC: ...